The task is: describe an organic reaction: reactants, conditions, products, and yield. This data is from the Open Reaction Database (ORD), a public repository of structured organic reaction records. Product: CNc1nc(Cl)nc2c(C(C)C)csc12. As a reaction SMILES: [CH3:15][NH2:16].[CH3:23][OH:24].[Cl:1][c:2]1[n:3][c:4]([Cl:14])[c:5]2[c:6]([n:7]1)[c:8]([CH:11]([CH3:12])[CH3:13])[cH:9][s:10]2.[O:18]=[CH:19][N:20]([CH3:21])[CH3:22].[OH2:17]>>[Cl:1][c:2]1[n:3][c:4]([NH:16][CH3:15])[c:5]2[c:6]([n:7]1)[c:8]([CH:11]([CH3:12])[CH3:13])[cH:9][s:10]2. The reactants are CN, CO, CC(C)c1csc2c(Cl)nc(Cl)nc12, CN(C)C=O, O. Starting materials: O=C(OCC1OC(n2cnc3c(Cl)nc(Cl)nc32)C(OC(=O)c2ccccc2)C1OC(=O)c1ccccc1)c1ccccc1, CCN(C(C)C)C(C)C, Cl, C1COCCO1, NOCc1ccccc1. Yields the product O=C(OCC1OC(n2cnc3c(NOCc4ccccc4)nc(Cl)nc32)C(OC(=O)c2ccccc2)C1OC(=O)c1ccccc1)c1ccccc1. As a reaction SMILES: [C:1]([c:2]1[cH:3][cH:4][cH:5][cH:6][cH:7]1)(=[O:8])[O:9][CH:10]1[CH:11]([n:34]2[c:35]3[n:36][c:37]([Cl:44])[n:38][c:39]([Cl:43])[c:40]3[n:41][cH:42]2)[O:12][CH:13]([CH2:24][O:25][C:26]([c:27]2[cH:28][cH:29][cH:30][cH:31][cH:32]2)=[O:33])[CH:14]1[O:15][C:16]([c:17]1[cH:18][cH:19][cH:20][cH:21][cH:22]1)=[O:23].[CH:55]([N:56]([CH:57]([CH3:58])[CH3:59])[CH2:60][CH3:61])([CH3:62])[CH3:63].[ClH:45].[O:64]1[CH2:65][CH2:66][O:67][CH2:68][CH2:69]1.[c:46]1([CH2:52][O:53][NH2:54])[cH:47][cH:48][cH:49][cH:50][cH:51]1>>[C:1]([c:2]1[cH:3][cH:4][cH:5][cH:6][cH:7]1)(=[O:8])[O:9][CH:10]1[CH:11]([n:34]2[c:35]3[n:36][c:37]([Cl:44])[n:38][c:39]([NH:54][O:53][CH2:52][c:46]4[cH:47][cH:48][cH:49][cH:50][cH:51]4)[c:40]3[n:41][cH:42]2)[O:12][CH:13]([CH2:24][O:25][C:26]([c:27]2[cH:28][cH:29][cH:30][cH:31][cH:32]2)=[O:33])[CH:14]1[O:15][C:16]([c:17]1[cH:18][cH:19][cH:20][cH:21][cH:22]1)=[O:23]. The reactants are CC=1C(=C(N)C=C(C1)C)[N+](=O)[O-] (3,5-Dimethyl-2-nitroaniline), [H][H] (hydrogen). The reagents and catalysts are [Pd] (palladium). Run in C(C)O (ethanol). Product: NC1=C(C=C(C=C1C)C)N (2-Amino-3,5-dimethylphenylamine). Isolated yield 99.9%. As a reaction SMILES: [CH3:1][C:2]1[C:3]([N+:10]([O-])=O)=[C:4]([CH:6]=[C:7]([CH3:9])[CH:8]=1)[NH2:5].[H][H]>C(O)C.[Pd]>[NH2:10][C:3]1[C:2]([CH3:1])=[CH:8][C:7]([CH3:9])=[CH:6][C:4]=1[NH2:5]. Procedure details: 2.50 g (15.0 mmol) of 3,5-Dimethyl-2-nitroaniline are dissolved in 50 ml ethanol. To this solution 250 mg (0.23 mmol) of palladium (10% on carbon) are added under argon. The mixture is treated for 24 h with hydrogen at ambient pressure and ambient temperature. The mixture is filtrated over celite and washed with ethanol. The solvent is evaporated under vacuum to yield 2.04 g (97.1% of th.) of 2-Amino-3,5-dimethylphenylamine. Starting materials: C(C)(=O)NC=1C(=CC(=C(C1)NC(=O)NCC#C)Cl)F (1-(5-acetamido-2-chloro-4-fluorophenyl)-3-(2-propynyl)urea), N1=CC=CC=C1 (pyridine), C(=NC(=O)Cl)=O (N-(chlorocarbonyl) isocyanate), N1=CC=CC=C1 (pyridine), C(=NC(=O)Cl)=O (N-(chlorocarbonyl) isocyanate). Solvent: C(Cl)Cl (methylene chloride). Conditions: time 8 hour. Product: ClC1=CC(=C(NC(C)=O)C=C1N1C(N(C(NC1=O)=O)CC#C)=O)F (4'-Chloro-2'-fluoro-5'-[hexahydro-2,4,6-trioxo-3-(2-propynyl)-s-triazin-1-yl]acetanilide). As a reaction SMILES: [C:1]([NH:4][C:5]1[C:6]([F:19])=[CH:7][C:8]([Cl:18])=[C:9]([NH:11][C:12]([NH:14][CH2:15][C:16]#[CH:17])=[O:13])[CH:10]=1)(=[O:3])[CH3:2].N1C=CC=CC=1.[C:26](=[O:31])=[N:27][C:28](Cl)=[O:29]>C(Cl)Cl>[Cl:18][C:8]1[C:9]([N:11]2[C:28](=[O:29])[NH:27][C:26](=[O:31])[N:14]([CH2:15][C:16]#[CH:17])[C:12]2=[O:13])=[CH:10][C:5]([NH:4][C:1](=[O:3])[CH3:2])=[C:6]([F:19])[CH:7]=1. Procedure: A mixture of 1-(5-acetamido-2-chloro-4-fluorophenyl)-3-(2-propynyl)urea (4.50 g, 15.9 mmol), and pyridine (2.56 mL, 31.8 mmol) in methylene chloride is treated with N-(chlorocarbonyl) isocyanate (1.92 mL, 23.9 mmol), stirred at room temperature overnight, refluxed for 90 minutes, cooled to room temperature, treated with additional pyridine (1.30 mL) and N-(chlorocarbonyl) isocyanate (1.92 mL), stirred for 10 minutes, cooled to room temperature, and filtered to obtain a solid. The solid is washed... Starting materials: ClCCNC1=C(C=C(C(=O)OC)C=C1[N+](=O)[O-])[N+](=O)[O-] (Methyl 4-[(2-chloroethyl)amino]-3,5-dinitrobenzoate). The reagents and catalysts are [Pd] (palladium on charcoal). Solvent: CO (MeOH), C1=CCCCC1 (cyclohexene). Yields the product [N+](=O)([O-])C=1C=C(C=C2NCCNC12)C(=O)OC (Methyl 8-nitro-1,2,3,4-tetrahydro-6-quinoxalinecarboxylate). The yield is 32.9%. As a reaction SMILES: Cl[CH2:2][CH2:3][NH:4][C:5]1[C:14]([N+:15]([O-:17])=[O:16])=[CH:13][C:8]([C:9]([O:11][CH3:12])=[O:10])=[CH:7][C:6]=1[N+:18]([O-])=O>CO.C1CCCCC=1.[Pd]>[N+:15]([C:14]1[CH:13]=[C:8]([C:9]([O:11][CH3:12])=[O:10])[CH:7]=[C:6]2[C:5]=1[NH:4][CH2:3][CH2:2][NH:18]2)([O-:17])=[O:16]. Procedure details: To a solution of crude methyl 4-[(2-chloroethyl)amino]-3,5-dinitrobenzoate (D208) (9 g, 19.2 mmol, 1 equiv) in MeOH (75 ml) and cyclohexene (150 ml) was added 10% palladium on charcoal (50% wet, 4.5 g, 25% w/w) and the resulting mixture was refluxed for 3 h then cooled to room temperature. The catalyst was filtered off through a pad of celite and most of the solvent was removed in vacuo. The residue was partitioned between AcOEt and a 2N aqueous HCl solution and the two layers were separated. Th... The reactants are OO (H2O2), solution, [O-]Cl.[Na+] (NaClO), solution, C(C)C(CN)(CN)CC (2,2-Diethyl-propane-1,3-diamine), diamine. Run in O (H2O), CO (MeOH). Conditions: time 2 hour. Yields the product C(C)C1(CN=NC1)CC (4,4-Diethyl-4,5-dihydro-3H-pyrazole). Isolated yield 77.0%. Reaction SMILES: [CH2:1]([C:3]([CH2:8][CH3:9])([CH2:6][NH2:7])[CH2:4][NH2:5])[CH3:2].OO.[O-]Cl.[Na+]>O.CO>[CH2:1]([C:3]1([CH2:8][CH3:9])[CH2:6][N:7]=[N:5][CH2:4]1)[CH3:2] |f:2.3|. Procedure details: 2,2-Diethyl-propane-1,3-diamine (5.0 g) was taken up in a mixture of H2O (40 mL) and MeOH (10 mL), and cooled in an ice bath. Simultaneously, H2O2 (24.2 mL of a 30% solution, 6 equiv.) and NaClO (54.9 mL of a 10% solution, 2.4 equiv.) were added dropwise, the ice bath was removed, and the mixture was stirred for 2 h. at room temperature. Extraction with DCM, drying over Na2SO4 and evaporation under reduced pressure yielded 3.51 g of a clear, yellow liquid containing 77% of the anticipated produc... Reactants: O=C1CC2SC(=C(N12)C(=O)[O-])OC1=CC=C(C=C1)C.[Na+] (sodium 7-oxo-3-(4-tolyloxy)-4-thia-1-azabicyclo[3,2,0]hept-2-ene-2-carboxylate), Cl (hydrochloric acid). The product is O=C1CC2SC(=C(N12)C(=O)O)OC1=CC=C(C=C1)C (7-Oxo-3-(4-tolyloxy)-4-thia-1-azabicyclo[3,2,0]hept-2-ene-2-carboxylic acid). The yield is 48.2%. As a reaction SMILES: [O:1]=[C:2]1[N:8]2[CH:4]([S:5][C:6]([O:12][C:13]3[CH:18]=[CH:17][C:16]([CH3:19])=[CH:15][CH:14]=3)=[C:7]2[C:9]([O-:11])=[O:10])[CH2:3]1.[Na+].Cl>>[O:1]=[C:2]1[N:8]2[CH:4]([S:5][C:6]([O:12][C:13]3[CH:18]=[CH:17][C:16]([CH3:19])=[CH:15][CH:14]=3)=[C:7]2[C:9]([OH:11])=[O:10])[CH2:3]1 |f:0.1|. Procedure: An aqueous solution of 32 mg of sodium 7-oxo-3-(4-tolyloxy)-4-thia-1-azabicyclo[3,2,0]hept-2-ene-2-carboxylate was acidified to pH 2.0 with dilute hydrochloric acid, and was then extracted with ethyl acetate. The organic layer was backwashed with water, and then dried and evaporated in vacuo to afford 14.3 mg of the above acid as a solid. The reactants are C(CCC)[Li] (n-butyllithium), hexanes, C[Si](CCOC(=O)C1CC(CCC1)=O)(C)C (3-oxo-cyclohexanecarboxylic acid 2-trimethylsilanyl-ethyl ester). Reagents/catalysts: [Br-].C[P+](C1=CC=CC=C1)(C1=CC=CC=C1)C1=CC=CC=C1 (methyltriphenylphosphonium bromide). The solvent is O1CCCC1 (tetrahydrofuran), O1CCCC1 (tetrahydrofuran). Conditions: temperature -10 celsius, time 30 minute. Yields the product C(C)(=O)[O-] (acetate), C[Si](CCOC(=O)C1CC(CCC1)=C)(C)C (3-methylene-cyclohexanecarboxylic acid 2-trimethylsilanyl-ethyl ester). Yield: 100.0%. RXN SMILES: [CH2:1]([Li])CCC.[CH3:6][Si:7]([CH3:21])([CH3:20])[CH2:8][CH2:9][O:10][C:11]([CH:13]1[CH2:18][CH2:17][CH2:16][C:15](=O)[CH2:14]1)=[O:12]>[Br-].C[P+](C1C=CC=CC=1)(C1C=CC=CC=1)C1C=CC=CC=1.O1CCCC1>[C:11]([O-:12])(=[O:10])[CH3:13].[CH3:6][Si:7]([CH3:21])([CH3:20])[CH2:8][CH2:9][O:10][C:11]([CH:13]1[CH2:18][CH2:17][CH2:16][C:15](=[CH2:1])[CH2:14]1)=[O:12] |f:2.3|. Procedure details: A solution of 1.6 M n-butyllithium in hexanes (14.0 mL, 22.4 mmol) was added to a heterogeneous mixture of methyltriphenylphosphonium bromide (8.02 g, 22.4 mmol) in tetrahydrofuran (50 mL) at −10° C. After stirring for 30 min at −10° C., the yellow slurry was cooled to −78° C. and 3-oxo-cyclohexanecarboxylic acid 2-trimethylsilanyl-ethyl ester (3.41 mg, 14.1 mmol) in tetrahydrofuran (20 mL) was added. After stirring for 10 min at −78° C., the dry ice/acetone bath was removed and the heterogeneou... The reactants are Polyester, C(C1=CC=C(C(=O)O)C=C1)(=O)O (terephthalic acid), C1(\C=C/C(=O)O1)=O (maleic anhydride), Polyester, C(CCCCC(=O)O)(=O)O (adipic acid), O=C=NC1CC(CN=C=O)(CC(C1)(C)C)C (isophorone diisocyanate), C(CCCCC)(O)O (hexanediol), C(C(=C)C)(=O)OCCO (hydroxylethyl methacrylate), C(CCCCCCCCCCC)(=O)[O-].C(CCCCCCCCCCC)(=O)[O-].C(CCC)[Sn+2]CCCC (dibutyltin dilaurate), polyester, hydroxyl polyester, OCC(C)(CO)C (neopentyl glycol). The solvent is C=CC1=CC=CC=C1 (styrene), C=CC1=CC=CC=C1 (styrene), C1(O)=CC=C(O)C=C1 (hydroquinone). Run at time 4 hour. The product is 60.4, C=CC1=CC=CC=C1 (styrene), NC(=O)OCC (Urethane). The yield is 50.0%. Reaction SMILES: [CH:1]([OH:8])([OH:7])[CH2:2][CH2:3][CH2:4][CH2:5][CH3:6].O[CH2:10][C:11]([CH3:15])(CO)C.C(O)(=O)C1C=CC(C(O)=O)=CC=1.C(O)(=O)CCCCC(O)=O.C1(=O)OC(=O)C=C1.O=C=[N:47]C1CC(C)(C)CC(C)(CN=C=O)C1.C(OCCO)(=O)C(C)=C.C([O-])(=O)CCCCCCCCCCC.C([O-])(=O)CCCCCCCCCCC.C([Sn+2]CCCC)CCC>C=CC1C=CC=CC=1.C1(C=CC(O)=CC=1)O>[CH2:6]=[CH:5][C:4]1[CH:11]=[CH:10][CH:1]=[CH:2][CH:3]=1.[NH2:47][C:1]([O:7][CH2:11][CH3:15])=[O:8] |f:7.8.9|. Reported procedure: Apart from this, a hydroxyl polyester (hereinafter called Polyester J) having an acid number of 0.3 and a hydroxyl number of 60.4 was prepared from 767 g (6.5 moles) of hexanediol--1, 6, 520 g (5 moles) of neopentyl glycol, 498 g (3 moles) terephthalic acid, 730 g (5 moles) of adipic acid and 196 g (2 moles) of maleic anhydride. 1858 g (2 equivalents) of the polyester was dissolved in 2321 g of styrene containing 1.4 g of hydroquinone, and allowed to react with 333 g (3 equivalents) of isophoron...